Task: describe an organic reaction: reactants, conditions, products, and yield. Dataset: the Open Reaction Database (ORD), a public repository of structured organic reaction records Reactants: N(N)C1=NC(=NC(=C1)C)O (4-hydrazino-2-hydroxy-6-methylpyrimidine), [OH-].[Na+] (sodium hydroxide), C(=S)=S (carbon disulfide). Solvent: C(C)O (ethanol). Product: OC1=NC(=CC=2N1C(=NN2)S)C (5-hydroxy-3-mercapto-7-methyl-s-triazolo[4,3-c]pyrimidine). Isolated yield 53.8%. Reaction SMILES: [NH:1]([C:3]1[CH:8]=[C:7]([CH3:9])[N:6]=[C:5]([OH:10])[N:4]=1)[NH2:2].[OH-].[Na+].[C:13](=S)=[S:14]>C(O)C>[OH:10][C:5]1[N:4]2[C:13]([SH:14])=[N:2][N:1]=[C:3]2[CH:8]=[C:7]([CH3:9])[N:6]=1 |f:1.2|. Procedure: The product obtained in Step 2 (1.0 g) was added to a solution of 0.29 g of sodium hydroxide in 20 ml of 80% ethanol, 1.31 g of carbon disulfide was further added, and the mixture was refluxed for 24 hours. After concentrating under reduced pressure, the residue was dissolved in 10 ml of water and the pH was adjusted to 2.0 with 1N hydrochloric acid. The formed crystals were collected by filtration and washed with 10 ml of water and 10 ml of ethanol, affording 0.7 g of the objective compound as ... Reactants: CC(C)(C)OC(=O)N1CCN(c2ccc(Cc3ccccc3)cc2)CC1, Cl, C1COCCO1. Yields the product Cl, c1ccc(Cc2ccc(N3CCNCC3)cc2)cc1. As a reaction SMILES: [C:1]([O:2][C:3](=[O:4])[N:8]1[CH2:9][CH2:10][N:11]([c:14]2[cH:15][cH:16][c:17]([CH2:20][c:21]3[cH:22][cH:23][cH:24][cH:25][cH:26]3)[cH:18][cH:19]2)[CH2:12][CH2:13]1)([CH3:5])([CH3:6])[CH3:7].[ClH:27].[O:28]1[CH2:29][CH2:30][O:31][CH2:32][CH2:33]1>>[ClH:27].[NH:8]1[CH2:9][CH2:10][N:11]([c:14]2[cH:15][cH:16][c:17]([CH2:20][c:21]3[cH:22][cH:23][cH:24][cH:25][cH:26]3)[cH:18][cH:19]2)[CH2:12][CH2:13]1. Starting materials: CC(C)(C[N+]#[C-])OC (MIBI), O.O.C(CC(O)(C(=O)[O-])CC(=O)[O-])(=O)[O-].[Na+].[Na+].[Na+] (sodium citrate dihydrate), O.Cl.N[C@@H](CS)C(=O)O (L-cysteine hydrochloride monohydrate), C([C@@H](O)[C@@H](O)[C@H](O)[C@H](O)CO)O (mannitol), stannous chloride dihydrate, [Tc](=O)(=O)(=O)[O-].[Na+] (sodium pertechnetate). The product is CC(C)(CN=[CH-])OC.CC(C)(CN=[CH-])OC.CC(C)(CN=[CH-])OC.CC(C)(CN=[CH-])OC.CC(C)(CN=[CH-])OC.CC(C)(CN=[CH-])OC.[Tc+6] (technetium (99mTc) Sestamibi). Reaction SMILES: [CH3:1][C:2]([O:7][CH3:8])([CH2:4][N+:5]#[C-:6])[CH3:3].O.O.C([O-])(=O)CC(CC([O-])=O)(C([O-])=O)O.[Na+].[Na+].[Na+].O.Cl.N[C@H](C(O)=O)CS.C(O)[C@H]([C@H]([C@@H]([C@@H](CO)O)O)O)O.[Tc:48]([O-])(=O)(=O)=O.[Na+]>>[CH3:1][C:2]([O:7][CH3:8])([CH2:4][N:5]=[CH-:6])[CH3:3].[CH3:1][C:2]([O:7][CH3:8])([CH2:4][N:5]=[CH-:6])[CH3:3].[CH3:1][C:2]([O:7][CH3:8])([CH2:4][N:5]=[CH-:6])[CH3:3].[CH3:1][C:2]([O:7][CH3:8])([CH2:4][N:5]=[CH-:6])[CH3:3].[CH3:1][C:2]([O:7][CH3:8])([CH2:4][N:5]=[CH-:6])[CH3:3].[CH3:1][C:2]([O:7][CH3:8])([CH2:4][N:5]=[CH-:6])[CH3:3].[Tc+6:48] |f:1.2.3.4.5.6,7.8.9,11.12,13.14.15.16.17.18.19|. Procedure: The kit includes a lyophilized mixture of a copper complex of MIBI (tetrakis(2-methoxyisobutylisonitrile)copper(I) tetrafluoroborate ([Cu(MIBI)4]BF4)) as the active ingredient, sodium citrate dihydrate as a buffer, L-cysteine hydrochloride monohydrate as a stabilization aid, mannitol as a lyophilization aid, and stannous chloride dihydrate as a reducing agent. Prior to use, the lyophilized mixture is reconstituted with sodium pertechnetate (99mTc) and boiled to form technetium (99mTc) Sestamibi.... The reactants are O=C([O-])[O-], CCCI, CO, [K+], [K+], Nc1ncc(-c2ccc(=O)[nH]c2)c(-c2ccco2)n1. The product is CCCn1cc(-c2cnc(N)nc2-c2ccco2)ccc1=O. Reaction SMILES: [C:20](=[O:21])([O-:22])[O-:23].[CH2:26]([CH2:27][CH3:28])[I:29].[CH3:30][OH:31].[K+:24].[K+:25].[NH2:1][c:2]1[n:3][cH:4][c:5](-[c:13]2[cH:14][cH:15][c:16](=[O:19])[nH:17][cH:18]2)[c:6](-[c:8]2[o:9][cH:10][cH:11][cH:12]2)[n:7]1>>[NH2:1][c:2]1[n:3][cH:4][c:5](-[c:13]2[cH:14][cH:15][c:16](=[O:19])[n:17]([CH2:26][CH2:27][CH3:28])[cH:18]2)[c:6](-[c:8]2[o:9][cH:10][cH:11][cH:12]2)[n:7]1. The reactants are OC1=CC(NC=C1)=O (4-hydroxy-2-pyridone), C1(=CC=CS1)C(=O)Cl (2-thenoyl chloride). Yields the product C1(=CC=CS1)C(=O)OC1=CC(NC=C1)=O (4-(2-thenoyloxy)-2-pyridone). Yield: 74.8%. Reaction SMILES: [OH:1][C:2]1[CH:7]=[CH:6][NH:5][C:4](=[O:8])[CH:3]=1.[C:9]1([C:14](Cl)=[O:15])[S:13][CH:12]=[CH:11][CH:10]=1>>[C:9]1([C:14]([O:1][C:2]2[CH:7]=[CH:6][NH:5][C:4](=[O:8])[CH:3]=2)=[O:15])[S:13][CH:12]=[CH:11][CH:10]=1. Procedure details: The general procedure of Example 18 was followed using 2.00 g of 4-hydroxy-2-pyridone and 3.17 g of 2-thenoyl chloride, thereby producing 2.98 g of the title compound in a yield of 75%. The reactants are C=O, CCCn1c(=O)c2nc[nH]c2n(CCC)c1=O, C1CCNC1, CCO. Yields the product CCCn1c(=O)c2c(ncn2CN2CCCC2)n(CCC)c1=O. As a reaction SMILES: [CH2:18]=[O:19].[CH2:1]([CH2:2][CH3:3])[n:4]1[c:5](=[O:17])[n:6]([CH2:14][CH2:15][CH3:16])[c:7]2[nH:8][cH:9][n:10][c:11]2[c:12]1=[O:13].[CH2:20]1[CH2:21][CH2:22][NH:23][CH2:24]1.[CH3:25][CH2:26][OH:27]>>[CH2:1]([CH2:2][CH3:3])[n:4]1[c:5](=[O:17])[n:6]([CH2:14][CH2:15][CH3:16])[c:7]2[n:8][cH:9][n:10]([CH2:18][N:23]3[CH2:22][CH2:21][CH2:20][CH2:24]3)[c:11]2[c:12]1=[O:13]. The reactants are N1CCC2(CC1)OC1=C(C2)C=CC=C1 (2,3-dihydrospiro[benzofuran-2,4'-piperidine]), C([O-])(O)=O.[Na+] (sodium bicarbonate), COC=1C=C(C(=O)Cl)C=C(C1OC)OC (3,4,5-trimethoxybenzoyl chloride). The solvent is C(Cl)(Cl)Cl (chloroform), C(Cl)(Cl)Cl (chloroform). Yields the product COC=1C=C(C(=O)N2CCC3(CC2)OC2=C(C3)C=CC=C2)C=C(C1OC)OC (2,3-dihydro-1'-(3,4,5-trimethoxybenzoyl)spiro[benzofuran-2,4'-piperidine]). Reaction SMILES: [NH:1]1[CH2:6][CH2:5][C:4]2([CH2:10][C:9]3[CH:11]=[CH:12][CH:13]=[CH:14][C:8]=3[O:7]2)[CH2:3][CH2:2]1.C(=O)(O)[O-].[Na+].[CH3:20][O:21][C:22]1[CH:23]=[C:24]([CH:28]=[C:29]([O:33][CH3:34])[C:30]=1[O:31][CH3:32])[C:25](Cl)=[O:26]>C(Cl)(Cl)Cl>[CH3:34][O:33][C:29]1[CH:28]=[C:24]([CH:23]=[C:22]([O:21][CH3:20])[C:30]=1[O:31][CH3:32])[C:25]([N:1]1[CH2:6][CH2:5][C:4]2([CH2:10][C:9]3[CH:11]=[CH:12][CH:13]=[CH:14][C:8]=3[O:7]2)[CH2:3][CH2:2]1)=[O:26] |f:1.2|. Procedure: A stirred mixture of 5.0 g of 2,3-dihydrospiro[benzofuran-2,4'-piperidine], Example 7, and 15 g of sodium bicarbonate in 75 ml of chloroform is treated with a mixture of 8.8 g of 3,4,5-trimethoxybenzoyl chloride in 125 ml of chloroform according to the procedure of Example 7 to provide a tan solid. The solid is sequentially recrystallized from ethyl alcohol, chromatographed through a silica gel column with a 2% methyl alcohol in chloroform eluant and recrystallized from ethyl alcohol to give the...